This data is from the Open Reaction Database (ORD), a public repository of structured organic reaction records. The task is: describe an organic reaction: reactants, conditions, products, and yield The reactants are O=C([O-])[O-], Cn1ccc(NC(=O)c2cc(O)c3c(c2)OC(C)(C)C3)n1, Oc1cc(CCl)nc(-c2cnccn2)n1, [Cs+], [Cs+], CN(C)C=O. The product is Cn1ccc(NC(=O)c2cc(OCc3cc(O)nc(-c4cnccn4)n3)c3c(c2)OC(C)(C)C3)n1. RXN SMILES: [C:37](=[O:38])([O-:39])[O-:40].[CH3:1][n:2]1[n:3][c:4]([NH:7][C:8](=[O:9])[c:10]2[cH:11][c:12]3[c:13]([c:19]([OH:21])[cH:20]2)[CH2:14][C:15]([CH3:17])([CH3:18])[O:16]3)[cH:5][cH:6]1.[Cl:22][CH2:23][c:24]1[cH:25][c:26]([OH:36])[n:27][c:28](-[c:30]2[n:31][cH:32][cH:33][n:34][cH:35]2)[n:29]1.[Cs+:41].[Cs+:42].[O:43]=[CH:44][N:45]([CH3:46])[CH3:47]>>[CH3:1][n:2]1[n:3][c:4]([NH:7][C:8](=[O:9])[c:10]2[cH:11][c:12]3[c:13]([c:19]([O:21][CH2:23][c:24]4[cH:25][c:26]([OH:36])[n:27][c:28](-[c:30]5[n:31][cH:32][cH:33][n:34][cH:35]5)[n:29]4)[cH:20]2)[CH2:14][C:15]([CH3:17])([CH3:18])[O:16]3)[cH:5][cH:6]1. The reactants are ClC1=CN=C(C(N1CC(=O)O)=O)NCC(C1=NC=CC=C1)(F)F ([6-Chloro-3-(2.2-difluoro-2-pyridin-2-yl-ethylamino)-2-oxo-2H-pyrazin 1-yl]-acetic acid), C(C(=O)O)(=O)O.C(C1=CC=CC=C1)(C1=CC=CC=C1)(C1=CC=CC=C1)N1C=NC(=C1)C1=C(CN)C=CC=C1 (2-(1-trityl-1H-imidazol-4-yl)-benzylamine oxalate salt), Cl.CN(CCCN=C=NCC)C (1-(3-dimethylaminopropyl)-3-ethylcarbodiimide hydrochloride), ON1N=NC2=C1N=CC=C2 (1-hydroxy-7-azabenzotriazole), C(C)(C)N(CC)C(C)C (diisopropylethylamine). Solvent: CN(C=O)C (N,N-dimethylformamide), O (Water). Yields the product ClC1=CN=C(C(N1CC(=O)NCC1=C(C=CC=C1)C=1N=CN(C1)C(C1=CC=CC=C1)(C1=CC=CC=C1)C1=CC=CC=C1)=O)NCC(C1=NC=CC=C1)(F)F (2-[6-chloro-3-(2,2-difluoro-2-pyridin-2-yl-ethylamino)-2-oxo-2H-pyrazin-1-yl]-N-[2-(1-trityl-1H-imidazol-4-yl)-benzyl]-acetamide). RXN SMILES: [Cl:1][C:2]1[N:7]([CH2:8][C:9]([OH:11])=O)[C:6](=[O:12])[C:5]([NH:13][CH2:14][C:15]([F:23])([F:22])[C:16]2[CH:21]=[CH:20][CH:19]=[CH:18][N:17]=2)=[N:4][CH:3]=1.C(O)(=O)C(O)=O.[C:30]([N:49]1[CH:53]=[C:52]([C:54]2[CH:61]=[CH:60][CH:59]=[CH:58][C:55]=2[CH2:56][NH2:57])[N:51]=[CH:50]1)([C:43]1[CH:48]=[CH:47][CH:46]=[CH:45][CH:44]=1)([C:37]1[CH:42]=[CH:41][CH:40]=[CH:39][CH:38]=1)[C:31]1[CH:36]=[CH:35][CH:34]=[CH:33][CH:32]=1.Cl.CN(C)CCCN=C=NCC.ON1C2N=CC=CC=2N=N1.C(N(C(C)C)CC)(C)C>CN(C)C=O.O>[Cl:1][C:2]1[N:7]([CH2:8][C:9]([NH:57][CH2:56][C:55]2[CH:58]=[CH:59][CH:60]=[CH:61][C:54]=2[C:52]2[N:51]=[CH:50][N:49]([C:30]([C:43]3[CH:48]=[CH:47][CH:46]=[CH:45][CH:44]=3)([C:37]3[CH:38]=[CH:39][CH:40]=[CH:41][CH:42]=3)[C:31]3[CH:36]=[CH:35][CH:34]=[CH:33][CH:32]=3)[CH:53]=2)=[O:11])[C:6](=[O:12])[C:5]([NH:13][CH2:14][C:15]([F:23])([F:22])[C:16]2[CH:21]=[CH:20][CH:19]=[CH:18][N:17]=2)=[N:4][CH:3]=1 |f:1.2,3.4|. Procedure details: A solution of [6-chloro-3-(2,2-difluoro-2-pyridin-2-yl-ethylamino)-2-oxo-2H-pyrazin-1-yl]-acetic acid (25 mg, 0.058 mmol, preparation described in example 17), 2-(1-trityl-1H-imidazol-4-yl)-benzylamine oxalate salt (35 mg, 0.070 mmol, preparation described in example 2), 1-(3-dimethylaminopropyl)-3-ethylcarbodiimide hydrochloride (17 mg, 0.087 mmol), 1-hydroxy-7-azabenzotriazole (12 mg, 0.087 mmol) and diisopropylethylamine (40 ul, 0.23 mmol) in N,N-dimethylformamide (1 ml) was stirred at room t... The reactants are FC=1C=C(C=C(C1)F)B1OC(C)(C)C(C)(C)O1 ((3,5-difluorophenyl)boronic acid pinacol ester), BrC1=CC=C2CCC3(CC3)C3(N=C(C(=N3)N)C)C2=C1 (7′-Bromo-5″-methyl-3′,4′-dihydrodispiro[cyclopropane-1,2′-naphthalene-1′,2″-imidazol]-4″-amine). The product is FC=1C=C(C=C(C1)F)C1=CC=C2CCC3(CC3)C3(N=C(C(=N3)N)C)C2=C1 (7′-(3,5-Difluorophenyl)-5″-methyl-3′,4′-dihydrodispiro[cyclopropane-1,2′-naphthalene-1′,2″-imidazol]-4″-amine). Yield: 61.5%. RXN SMILES: [F:1][C:2]1[CH:3]=[C:4](B2OC(C)(C)C(C)(C)O2)[CH:5]=[C:6]([F:8])[CH:7]=1.Br[C:19]1[CH:36]=[C:35]2[C:22]([CH2:23][CH2:24][C:25]3([C:28]42[N:32]=[C:31]([NH2:33])[C:30]([CH3:34])=[N:29]4)[CH2:27][CH2:26]3)=[CH:21][CH:20]=1>>[F:8][C:6]1[CH:5]=[C:4]([C:19]2[CH:36]=[C:35]3[C:22]([CH2:23][CH2:24][C:25]4([C:28]53[N:32]=[C:31]([NH2:33])[C:30]([CH3:34])=[N:29]5)[CH2:26][CH2:27]4)=[CH:21][CH:20]=2)[CH:3]=[C:2]([F:1])[CH:7]=1. Reported procedure: The title compound was prepared following the procedure described for Example 2, starting from (3,5-difluorophenyl)boronic acid pinacol ester (113 mg, 0.47 mmol) and 7′-bromo-5″-methyl-3′,4′-dihydrodispiro[cyclopropane-1,2′-naphthalene-1′,2″-imidazol]-4″-amine (Example 1, 100 mg, 0.31 mmol). Purification by flash silica gel chromatography using a step wise gradient of CHCl3/MeOH (40:1-30:1-20:1) and preparative HPLC gave the title compound (67 mg, 61% yield). The reactants are C(C1=CC=CC=C1)OC1=CC=C2C=CC(=CC2=C1)O (7-benzyloxy-2-naphthol). Reagents/catalysts: C1=C(C=CC2=CC=CC=C12)O (2-naphthol). Solvent: C(Cl)(Cl)(Cl)Cl (CCl4), C(Cl)(Cl)(Cl)Cl (CCl4). Conditions: time 10 minute. Yields the product C1=CC=C2C(=C1)C=CC(=C2C3=C(C=CC4=CC=CC=C43)O)O ((R)-BINOL). Yield: 80.0%. As a reaction SMILES: C(O[C:9]1[CH:18]=[C:17]2[C:12]([CH:13]=[CH:14][C:15]([OH:19])=[CH:16]2)=[CH:11][CH:10]=1)C1C=CC=CC=1>C1C2C(=CC=CC=2)C=CC=1O.C(Cl)(Cl)(Cl)Cl>[CH:10]1[CH:11]=[C:12]2[CH:13]=[CH:14][C:15]([OH:19])=[C:16]([C:16]3[C:17]4[C:12](=[CH:11][CH:10]=[CH:9][CH:18]=4)[CH:13]=[CH:14][C:15]=3[OH:19])[C:17]2=[CH:18][CH:9]=1. Reported procedure: A reaction flask described in example 9 was charged with a solution of catalyst 1c (12.2 mg, 0.02 mmol) in anhydrous CCl4 (1 mL). The solution was stirred for 10 min under an oxygen atmosphere and then treated with a solution of 7-benzyloxy-2-naphthol (50 mg, 0.2 mmol) in anhydrous CCl4 (1 mL) under 0° C. The reaction mixture was stirred at 0° C. until the reaction was complete (monitored by TLC). The crude mixture was concentrated under reduced pressure, and purified by column chromatography (E... Reactants: CCCOC(Cc1ccc(OC)c(C(=O)NCc2ccc(C(F)(F)F)cc2)c1)C(=O)OC, CO, Cl, [Na+], [OH-]. The product is CCCOC(Cc1ccc(OC)c(C(=O)NCc2ccc(C(F)(F)F)cc2)c1)C(=O)O. As a reaction SMILES: [CH3:1][O:2][c:3]1[c:4]([C:19](=[O:20])[NH:21][CH2:22][c:23]2[cH:24][cH:25][c:26]([C:29]([F:30])([F:31])[F:32])[cH:27][cH:28]2)[cH:5][c:6]([CH2:9][CH:10]([C:11](=[O:12])[O:13][CH3:14])[O:15][CH2:16][CH2:17][CH3:18])[cH:7][cH:8]1.[CH3:36][OH:37].[ClH:35].[Na+:34].[OH-:33]>>[CH3:1][O:2][c:3]1[c:4]([C:19](=[O:20])[NH:21][CH2:22][c:23]2[cH:24][cH:25][c:26]([C:29]([F:30])([F:31])[F:32])[cH:27][cH:28]2)[cH:5][c:6]([CH2:9][CH:10]([C:11](=[O:12])[OH:13])[O:15][CH2:16][CH2:17][CH3:18])[cH:7][cH:8]1. Reactants: CCOC(=O)CC(=O)c1ccc(OCc2ccccc2)cc1, COCCOC, FC(F)C(F)(F)Oc1cccc(CBr)c1, [H-], [Na+], O. Yields the product CCOC(=O)C(Cc1cccc(OC(F)(F)C(F)F)c1)C(=O)c1ccc(OCc2ccccc2)cc1. Reaction SMILES: [CH2:1]([c:2]1[cH:3][cH:4][cH:5][cH:6][cH:7]1)[O:8][c:9]1[cH:10][cH:11][c:12]([C:15]([CH2:16][C:17](=[O:18])[O:19][CH2:20][CH3:21])=[O:22])[cH:13][cH:14]1.[CH3:41][O:42][CH2:43][CH2:44][O:45][CH3:46].[F:25][C:26]([CH:27]([F:28])[F:29])([O:30][c:31]1[cH:32][c:33]([CH2:37][Br:38])[cH:34][cH:35][cH:36]1)[F:39].[H-:23].[Na+:24].[OH2:40]>>[CH2:1]([c:2]1[cH:3][cH:4][cH:5][cH:6][cH:7]1)[O:8][c:9]1[cH:10][cH:11][c:12]([C:15]([CH:16]([C:17](=[O:18])[O:19][CH2:20][CH3:21])[CH2:37][c:33]2[cH:32][c:31]([O:30][C:26]([F:25])([CH:27]([F:28])[F:29])[F:39])[cH:36][cH:35][cH:34]2)=[O:22])[cH:13][cH:14]1.